From a dataset of the Open Reaction Database (ORD), a public repository of structured organic reaction records. describe an organic reaction: reactants, conditions, products, and yield The reactants are Cc1cc(NC(=O)NCCCCl)c2ccccc2n1, OC1(Cc2ccccc2)CCNCC1. The product is Cc1cc(NC(=O)NCCCN2CCC(O)(Cc3ccccc3)CC2)c2ccccc2n1. Reaction SMILES: [Cl:15][CH2:16][CH2:17][CH2:18][NH:19][C:20](=[O:21])[NH:22][c:23]1[cH:24][c:25]([CH3:33])[n:26][c:27]2[cH:28][cH:29][cH:30][cH:31][c:32]12.[OH:1][C:2]1([CH2:8][c:9]2[cH:10][cH:11][cH:12][cH:13][cH:14]2)[CH2:3][CH2:4][NH:5][CH2:6][CH2:7]1>>[OH:1][C:2]1([CH2:8][c:9]2[cH:10][cH:11][cH:12][cH:13][cH:14]2)[CH2:3][CH2:4][N:5]([CH2:16][CH2:17][CH2:18][NH:19][C:20](=[O:21])[NH:22][c:23]2[cH:24][c:25]([CH3:33])[n:26][c:27]3[cH:28][cH:29][cH:30][cH:31][c:32]23)[CH2:6][CH2:7]1. Reactants: BrC1=CC(=C(C=C1)NC1=NC=C(C(=N1)NC)C(F)(F)F)OC (N2-(4-bromo-2-methoxyphenyl)-N4-methyl-5-(trifluoromethyl)pyrimidine-2,4-diamine), C(=O)([O-])[O-].[K+].[K+] (K2CO3), CN1N=CC(=C1)B1OC(C(O1)(C)C)(C)C (1-methyl-4-(4,4,5,5-tetramethyl-1,3,2-dioxaborolan-2-yl)-1H-pyrazole). The reagents and catalysts are C=1C=CC(=CC1)[P](C=2C=CC=CC2)(C=3C=CC=CC3)[Pd]([P](C=4C=CC=CC4)(C=5C=CC=CC5)C=6C=CC=CC6)([P](C=7C=CC=CC7)(C=8C=CC=CC8)C=9C=CC=CC9)[P](C=1C=CC=CC1)(C=1C=CC=CC1)C=1C=CC=CC1 (Pd(PPh3)4). The solvent is O1CCOCC1 (dioxane), O (water). Product: COC1=C(C=CC(=C1)C=1C=NN(C1)C)NC1=NC=C(C(=N1)NC)C(F)(F)F (N2-(2-methoxy-4-(1-methyl-1H-pyrazol-4-yl)phenyl)-N4-methyl-5-(trifluoromethyl)pyrimidine-2,4-diamine). Yield: 24.8%. Reaction SMILES: Br[C:2]1[CH:7]=[CH:6][C:5]([NH:8][C:9]2[N:14]=[C:13]([NH:15][CH3:16])[C:12]([C:17]([F:20])([F:19])[F:18])=[CH:11][N:10]=2)=[C:4]([O:21][CH3:22])[CH:3]=1.C([O-])([O-])=O.[K+].[K+].[CH3:29][N:30]1[CH:34]=[C:33](B2OC(C)(C)C(C)(C)O2)[CH:32]=[N:31]1>O1CCOCC1.O.C1C=CC([P]([Pd]([P](C2C=CC=CC=2)(C2C=CC=CC=2)C2C=CC=CC=2)([P](C2C=CC=CC=2)(C2C=CC=CC=2)C2C=CC=CC=2)[P](C2C=CC=CC=2)(C2C=CC=CC=2)C2C=CC=CC=2)(C2C=CC=CC=2)C2C=CC=CC=2)=CC=1>[CH3:22][O:21][C:4]1[CH:3]=[C:2]([C:33]2[CH:32]=[N:31][N:30]([CH3:29])[CH:34]=2)[CH:7]=[CH:6][C:5]=1[NH:8][C:9]1[N:14]=[C:13]([NH:15][CH3:16])[C:12]([C:17]([F:20])([F:19])[F:18])=[CH:11][N:10]=1 |f:1.2.3,^1:54,56,75,94|. Reported procedure: A mixture of N2-(4-bromo-2-methoxyphenyl)-N4-methyl-5-(trifluoromethyl)pyrimidine-2,4-diamine (0.365 g, 1 mmol), Pd(PPh3)4 (115 mg, 0.1 mmol), K2CO3 (0.415 g, 3 mmol) and 1-methyl-4-(4,4,5,5-tetramethyl-1,3,2-dioxaborolan-2-yl)-1H-pyrazole (0.415 g, 2 mmol) in dioxane (10 mL) and water (1.25 mL) was degassed under a stream of nitrogen for 10 min. The reaction tube was sealed and the mixture irradiated in the microwave at 100° C. for 20 min. The mixture was cooled and concentrated under reduced p... Starting materials: C1=CC=C(C=C1)P(C2=CC=CC=C2)C3=CC=CC=C3 (Ph3P), C1(C=CC(N1)=O)=O (maleimide), CCOC(=O)/N=N/C(=O)OCC (DEAD), CCOC(=O)CO (ethyl glycollate). The product is C(C)OC(=O)CN1C(C=CC1=O)=O (N-(Ethoxycarbonylmethyl)maleimide). As a reaction SMILES: C1C=CC(P(C2C=CC=CC=2)C2C=CC=CC=2)=CC=1.CCOC(/N=N/C(OCC)=O)=O.[CH3:32][CH2:33][O:34][C:35]([CH2:37]O)=[O:36].[C:39]1(=[O:45])[NH:43][C:42](=[O:44])[CH:41]=[CH:40]1>>[CH2:33]([O:34][C:35]([CH2:37][N:43]1[C:39](=[O:45])[CH:40]=[CH:41][C:42]1=[O:44])=[O:36])[CH3:32]. Procedure details: Reagents: Ph3P (1.31 g, 5 mmol), DEAD (0.8 ml, 5 mmol), ethyl glycollate (0.71 ml, 7.5 mmol) and maleimide (0.48 g, 5 mmol). The reactants are [O-][Si](=O)[O-].[Mg+2] (Florisil), ClC(=CCl)OC1=C(C=CC=C1)[N+](=O)[O-] (1,2-dichloro-1-(2-nitrophenoxy)ethene), [H][H] (hydrogen), [H][H] (hydrogen). Reagents/catalysts: [Pd] (palladium-on-charcoal). Solvent: C(C)(=O)OCC (ethyl acetate), C(C)(=O)OCC.CCCCCC (ethyl acetate hexane). Yields the product NC1=C(OC(=CCl)Cl)C=CC=C1 (1-(2-Aminophenoxy)-1,2-dichloroethene). The yield is 89.2%. As a reaction SMILES: [Cl:1][C:2]([O:5][C:6]1[CH:11]=[CH:10][CH:9]=[CH:8][C:7]=1[N+:12]([O-])=O)=[CH:3][Cl:4].[H][H].[O-][Si]([O-])=O.[Mg+2]>C(OCC)(=O)C.C(OCC)(=O)C.CCCCCC.[Pd]>[NH2:12][C:7]1[CH:8]=[CH:9][CH:10]=[CH:11][C:6]=1[O:5][C:2]([Cl:1])=[CH:3][Cl:4] |f:2.3,5.6|. Procedure details: Two hundred and eighteen grams of 1,2-dichloro-1-(2-nitrophenoxy)ethene in ethyl acetate with 2.2 g of 10% palladium-on-charcoal was treated with 60 pounds per square inch gauge of hydrogen at 60° until there was no further uptake of hydrogen. The reaction mixture was filtered through Celite® and concentrated in vacuo to yield a brown oil. This oil was taken up in 20% ethyl acetate/hexane and passed through a column of Florisil® two times to yield 169.5 g of oil after evaporation of the solvent. The reactants are Ru(bpy2)(bpy')0, C1C=CC=C1.[CH-]1C=CC=C1.[Fe+2].[CH-]1C=CC=C1.[CH-]1C=CC=C1.[Fe+2] (ferrocenium ferrocene), compounds ( a ), ( e ). The reagents and catalysts are F[P-](F)(F)(F)(F)F.C(CCC)[N+](CCCC)(CCCC)CCCC (tetrabutylammonium hexafluorophosphate). Yields the product [CH-]1C=CC=C1.[CH-]1C=CC=C1.[Fe+2] (ferrocene). As a reaction SMILES: [CH2:1]1[CH:5]=[CH:4][CH:3]=[CH:2]1.[CH-:6]1[CH:10]=[CH:9][CH:8]=[CH:7]1.[Fe+2:11].[CH-]1C=CC=C1.[CH-]1C=CC=C1.[Fe+2]>F[P-](F)(F)(F)(F)F.C([N+](CCCC)(CCCC)CCCC)CCC>[CH-:1]1[CH:5]=[CH:4][CH:3]=[CH:2]1.[CH-:6]1[CH:10]=[CH:9][CH:8]=[CH:7]1.[Fe+2:11] |f:0.1.2.3.4.5,6.7,8.9.10|. Procedure details: Ru3+/2+ and Ru(bpy2)(bpy')0/*−]2+ couples for compounds (a), (b), (c), and (e) were recorded and corrected for the junction potential using ferrocenium/ferrocene as an internal standard. In the cell, CV of 0.05 mM ferrocene solution in 0.1 M tetrabutylammonium hexafluorophosphate gave E0(Fc+/Fc)=498 mV vs. SCE. Junction potentials in acetonitrile were found to be 191 mV. Starting materials: COC1=C(C=C(C=N1)N)C (6-methoxy-5-methyl-3-pyridineamine), C(C)(=O)O (acetic acid), [N+](=O)(O)[O-] (nitric acid), [OH-].[Na+] (sodium hydroxide). Conditions: temperature 0 celsius, time 1 hour. Product: COC1=C(C=C(C(=N1)[N+](=O)[O-])NC(C)=O)C (N-(6-methoxy-5-methyl-2-nitro-3-pyridinyl)acetamide). Reaction SMILES: [CH3:1][O:2][C:3]1[N:8]=[CH:7][C:6]([NH2:9])=[CH:5][C:4]=1[CH3:10].[N+:11]([O-:14])(O)=[O:12].[OH-].[Na+].[C:17](O)(=[O:19])[CH3:18]>>[CH3:1][O:2][C:3]1[N:8]=[C:7]([N+:11]([O-:14])=[O:12])[C:6]([NH:9][C:17](=[O:19])[CH3:18])=[CH:5][C:4]=1[CH3:10] |f:2.3|. Reported procedure: Anhydrous acetic acid (20 ml) was added to 6-methoxy-5-methyl-3-pyridineamine (1.18 g, 8.54 mmol) under ice cooling, and stirred at 0° C. for 20 minutes and at room temperature further for 1 hour. The reaction mixture was cooled at 0° C. again, fuming nitric acid (2 ml) was dropped thereto, and the mixture was stirred at 0° C. for 1 hour and 55 minutes and at room temperature further for 1 hour and 45 minutes. The reaction mixture was poured onto ice and adjusted to pH 9 with a 5N sodium hydroxi... Reactants: CCOC(=O)c1cncnc1Oc1cc(Cl)ccc1Cl, [Na+], C1CCOC1, [OH-], O. Yields the product O=C(O)c1cncnc1Oc1cc(Cl)ccc1Cl. RXN SMILES: [CH2:1]([CH3:2])[O:3][C:4](=[O:5])[c:6]1[c:7]([O:12][c:13]2[c:14]([Cl:20])[cH:15][cH:16][c:17]([Cl:19])[cH:18]2)[n:8][cH:9][n:10][cH:11]1.[Na+:22].[O:24]1[CH2:25][CH2:26][CH2:27][CH2:28]1.[OH-:21].[OH2:23]>>[O:3]=[C:4]([OH:5])[c:6]1[c:7]([O:12][c:13]2[c:14]([Cl:20])[cH:15][cH:16][c:17]([Cl:19])[cH:18]2)[n:8][cH:9][n:10][cH:11]1. Starting materials: COC=1C=C(C=C(C1OC)OC)CC[C@@H](O)C1=CC(=CC=C1)OCC(=O)OC(C)(C)C ((1R)-3-(3,4,5-Trimethoxyphenyl)-1-(3-(tert-butoxycarbonylmethoxy)phenyl)-propan-1-ol), O=C(C(C(CC)(C)C)=O)N1[C@@H](CCCC1)C(=O)O ((2S)-1-(1,2-dioxo-3,3-dimethylpentyl)-2-piperidinecarboxylic acid). The reagents and catalysts are CN(C1=CC=NC=C1)C (4-(dimethylamino)-pyridine). The solvent is C(Cl)Cl (CH2Cl2). Run at time 8 hour. Product: CC(C(C(=O)N1[C@@H](CCCC1)C(=O)O[C@H](CCC1=CC(=C(C(=C1)OC)OC)OC)C1=CC(=CC=C1)OCC(=O)OC(C)(C)C)=O)(CC)C ((1R)-3-(3,4,5-trimethoxyphenyl)-1-[3-(tert-butoxycarbonylmethoxy)phenyl]-1-propyl (2S)-1-(3,3-dimethyl-1,2-dioxopentyl)-2-piperidinecarboxylate). The yield is 78.0%. As a reaction SMILES: [CH3:1][O:2][C:3]1[CH:4]=[C:5]([CH2:13][CH2:14][C@H:15]([C:17]2[CH:22]=[CH:21][CH:20]=[C:19]([O:23][CH2:24][C:25]([O:27][C:28]([CH3:31])([CH3:30])[CH3:29])=[O:26])[CH:18]=2)[OH:16])[CH:6]=[C:7]([O:11][CH3:12])[C:8]=1[O:9][CH3:10].[O:32]=[C:33]([N:41]1[CH2:46][CH2:45][CH2:44][CH2:43][C@H:42]1[C:47](O)=[O:48])[C:34](=[O:40])[C:35]([CH3:39])([CH3:38])[CH2:36][CH3:37]>C(Cl)Cl.CN(C)C1C=CN=CC=1>[CH3:38][C:35]([CH3:39])([CH2:36][CH3:37])[C:34](=[O:40])[C:33]([N:41]1[CH2:46][CH2:45][CH2:44][CH2:43][C@H:42]1[C:47]([O:16][C@@H:15]([C:17]1[CH:22]=[CH:21][CH:20]=[C:19]([O:23][CH2:24][C:25]([O:27][C:28]([CH3:31])([CH3:30])[CH3:29])=[O:26])[CH:18]=1)[CH2:14][CH2:13][C:5]1[CH:4]=[C:3]([O:2][CH3:1])[C:8]([O:9][CH3:10])=[C:7]([O:11][CH3:12])[CH:6]=1)=[O:48])=[O:32]. Procedure details: A solution of alcohol 14 (650 mg, 1.5 mmol) in CH2Cl2 (5 mL) was treated with (2S)-1-(1,2-dioxo-3,3-dimethylpentyl)-2-piperidinecarboxylic acid (23, 382 mg, 1.5 mmol, followed by 1,3-dicyclohexylcarbodiinide (370 mg, 1.8 mmol), and 4-(dimethylamino)-pyridine (128 mg, 1.0 mmol) under a nitrogen atmosphere. The resulting bright yellow suspension was allowed to stir overnight. The mixture was then filtered through glass wool and chromatographed (silica gel, 20-30% EtOAc/hexanes) to give (1R)-3-(3,4... The reactants are CCBr, [K+], [K+], O=C([O-])[O-], CN(C)C=O, O=Cc1ccc2c(c1)[nH]c1ccccc12. Yields the product CCn1c2ccccc2c2ccc(C=O)cc21. Reaction SMILES: [Br:22][CH2:23][CH3:24].[K+:16].[K+:17].[O-:18][C:19]([O-:20])=[O:21].[O:25]=[CH:26][N:27]([CH3:28])[CH3:29].[cH:1]1[c:2]([CH:14]=[O:15])[cH:3][cH:4][c:5]2[c:6]3[cH:7][cH:8][cH:9][cH:10][c:11]3[nH:12][c:13]12>>[cH:1]1[c:2]([CH:14]=[O:15])[cH:3][cH:4][c:5]2[c:6]3[cH:7][cH:8][cH:9][cH:10][c:11]3[n:12]([CH2:23][CH3:24])[c:13]12.